From a dataset of the Open Reaction Database (ORD), a public repository of structured organic reaction records. describe an organic reaction: reactants, conditions, products, and yield The reactants are C(CC)C=1C=C(C(=CC1)OC)OC (4-propylveratrole), C(C)(=O)O (acetic acid), Br (hydrobromic acid). The solvent is O (water). Product: C(CC)C=1C=C(C(O)=CC1)O (4-propylcatechol). Isolated yield 82.9%. Reaction SMILES: [CH2:1]([C:4]1[CH:5]=[C:6]([O:12]C)[C:7]([O:10]C)=[CH:8][CH:9]=1)[CH2:2][CH3:3].C(O)(=O)C.Br>O>[CH2:1]([C:4]1[CH:5]=[C:6]([OH:12])[C:7](=[CH:8][CH:9]=1)[OH:10])[CH2:2][CH3:3]. Procedure: A mixture of 15.0 g (83 mM) of 4-propylveratrole, 53.0 g (882 mM) of acetic acid and 159.4 g (926 mM) of 47% hydrobromic acid was heated under reflux for 2 hours with stirring. After cooling to the room temperature, the reaction mixture was added with 140 ml of water and extracted three times with each 150 ml of ether. The extracted ether solution was successively washed with 150 ml of water, 150 g of 5% aqueous sodium thiosulfate solution and then twice with each 150 ml of water. The resulting ... The reactants are C, CCOC(C)=O, CC(=O)Nc1nc(C=Cc2ccc(O)cc2)cs1, [Pd]. RXN SMILES: [C:25].[CH3:19][CH2:20][O:21][C:22](=[O:23])[CH3:24].[OH:1][c:2]1[cH:3][cH:4][c:5]([CH:8]=[CH:9][c:10]2[n:11][c:12]([NH:15][C:16]([CH3:17])=[O:18])[s:13][cH:14]2)[cH:6][cH:7]1.[Pd:26]>>[OH:1][c:2]1[cH:3][cH:4][c:5]([CH2:8][CH2:9][c:10]2[n:11][c:12]([NH:15][C:16]([CH3:17])=[O:18])[s:13][cH:14]2)[cH:6][cH:7]1. Yields the product CC(=O)Nc1nc(CCc2ccc(O)cc2)cs1. Reactants: Clc1nc2ccccc2s1, O=[N+]([O-])O, O=S(=O)(O)O. Product: O=[N+]([O-])c1ccc2nc(Cl)sc2c1. As a reaction SMILES: [Cl:1][c:2]1[s:3][c:4]2[c:5]([n:6]1)[cH:7][cH:8][cH:9][cH:10]2.[OH:11][N+:12]([O-:13])=[O:14].[S:15](=[O:16])(=[O:17])([OH:18])[OH:19]>>[Cl:1][c:2]1[s:3][c:4]2[c:5]([n:6]1)[cH:7][cH:8][c:9]([N+:12](=[O:11])[O-:13])[cH:10]2. Reactants: FC=1C=NC(=NC1)[C@H](C)NC1=NC(=C(C(=N1)C(=O)OCC)[N+](=O)[O-])NC1=NNC(=C1)C (ethyl 2-{[(1S)-1-(5-fluoropyrimidin-2-yl)ethyl]amino}-6-[(5-methyl-1H-pyrazol-3-yl)amino]-5-nitropyrimidine-4-carboxylate), FC=1C=NC(=NC1)[C@H](C)NC1=NC(=C(C(=N1)C(=O)OCC)[N+](=O)[O-])NC1=NNC(=C1)C (ethyl 2-{[(1S)-1-(5-fluoropyrimidin-2-yl)ethyl]amino}-6-[(5-methyl-1H-pyrazol-3-yl)amino]-5-nitropyrimidine-4-carboxylate), [Li+].[OH-] (LiOH). Run in C1CCOC1.CO (THF MeOH), O (H2O). Conditions: time 8 hour. The product is FC=1C=NC(=NC1)[C@H](C)NC1=NC(=C(C(=N1)C(=O)O)[N+](=O)[O-])NC1=NNC(=C1)C (2-{[(1S)-1-(5-Fluoropyrimidin-2-yl)ethyl]amino}-6-[(5-methyl-1H-pyrazol-3-yl)amino]-5-nitropyrimidine-4-carboxylic acid). The yield is 50.3%. As a reaction SMILES: [F:1][C:2]1[CH:3]=[N:4][C:5]([C@@H:8]([NH:10][C:11]2[N:16]=[C:15]([C:17]([O:19]CC)=[O:18])[C:14]([N+:22]([O-:24])=[O:23])=[C:13]([NH:25][C:26]3[CH:30]=[C:29]([CH3:31])[NH:28][N:27]=3)[N:12]=2)[CH3:9])=[N:6][CH:7]=1.[Li+].[OH-]>C1COCC1.CO.O>[F:1][C:2]1[CH:3]=[N:4][C:5]([C@@H:8]([NH:10][C:11]2[N:16]=[C:15]([C:17]([OH:19])=[O:18])[C:14]([N+:22]([O-:24])=[O:23])=[C:13]([NH:25][C:26]3[CH:30]=[C:29]([CH3:31])[NH:28][N:27]=3)[N:12]=2)[CH3:9])=[N:6][CH:7]=1 |f:1.2,3.4|. Reported procedure: To a solution of ethyl 2-{[(1S)-1-(5-fluoropyrimidin-2-yl)ethyl]amino}-6-[(5-methyl-1H-pyrazol-3-yl)amino]-5-nitropyrimidine-4-carboxylate (Intermediate 49, 2 mmol) in THF/MeOH (1:1 v/v, 10 ml) was added LiOH (0.42 g) in H2O (1 ml) and the resulting mixture was stirred at ambient temperature overnight. The volatiles were evaporated under reduced pressure and the solid left was diluted with H2O. The aqueous layer was acidified with 1N HCl (aq) solution and extracted with EtOAc (3×). The combined ... The reactants are Cl (hydrochloric acid), ClC(C(CCI)(F)Cl)(F)F (1,2-dichloro-1,1,2-trifluoro-4-iodobutane), FC(CCS(=O)(=O)CC(=O)OC)(F)F (methyl (3,3,3-trifluoropropylsulfonyl)acetate), [H-].[Na+] (sodium hydride). Run in CS(=O)C (dimethyl sulfoxide). Conditions: time 3 day. Yields the product ClC(CCC(C(=O)OC)S(=O)(=O)CCC(F)(F)F)(C(F)(F)Cl)F (methyl 5,6-dichloro-5,6,6-trifluoro-2-(3,3,3-trifluoropropylsulfonyl)hexanoate). Yield: 22.4%. RXN SMILES: [Cl:1][C:2]([F:10])([F:9])[C:3]([Cl:8])([F:7])[CH2:4][CH2:5]I.[F:11][C:12]([F:24])([F:23])[CH2:13][CH2:14][S:15]([CH2:18][C:19]([O:21][CH3:22])=[O:20])(=[O:17])=[O:16].[H-].[Na+].Cl>CS(C)=O>[Cl:8][C:3]([F:7])([C:2]([Cl:1])([F:10])[F:9])[CH2:4][CH2:5][CH:18]([S:15]([CH2:14][CH2:13][C:12]([F:23])([F:24])[F:11])(=[O:17])=[O:16])[C:19]([O:21][CH3:22])=[O:20] |f:2.3|. Procedure: To a solution of 5.0 g of 1,2-dichloro-1,1,2-trifluoro-4-iodobutane and 3.8 g of methyl (3,3,3-trifluoropropylsulfonyl)acetate in 100 ml of dimethyl sulfoxide was added 0.7 g of sodium hydride (60% in oil) at room temperature, and the mixture was stirred at the same temperature for 3 days. To the reaction mixture was added 10% hydrochloric acid, and then extracted with ethyl acetate. The organic layer was washed with a saturated sodium chloride aqueous solution, dried over anhydrous magnesium su... The reactants are COC=1C=C2C=C(NC2=CC1)C (5-methoxy-2-methylindole), ethyl magnesium bromide diethy ether, [Cl-] (chloride), [Cl-].[NH4+] (ammonium chloride), C1(=CC=C(C=C1)C(=O)Cl)C (p-toluoyl chloride). Reagents/catalysts: [Cl-].[Zn+2].[Cl-] (zinc chloride). The solvent is ClCCl (dichloromethane). Reaction conditions: time 1 hour. Yields the product COC=1C=C2C(=C(NC2=CC1)C)C(=O)C1=CC=C(C=C1)C ((5-Methoxy-2-methyl-1H-indol-3-yl)(4-methylphenyl)methanone). The yield is 58.9%. RXN SMILES: [CH3:1][O:2][C:3]1[CH:4]=[C:5]2[C:9](=[CH:10][CH:11]=1)[NH:8][C:7]([CH3:12])=[CH:6]2.[C:13]1([CH3:22])[CH:18]=[CH:17][C:16]([C:19](Cl)=[O:20])=[CH:15][CH:14]=1.[Cl-].[Cl-].[NH4+]>ClCCl.[Cl-].[Zn+2].[Cl-]>[CH3:1][O:2][C:3]1[CH:4]=[C:5]2[C:9](=[CH:10][CH:11]=1)[NH:8][C:7]([CH3:12])=[C:6]2[C:19]([C:16]1[CH:17]=[CH:18][C:13]([CH3:22])=[CH:14][CH:15]=1)=[O:20] |f:3.4,6.7.8|. Procedure: To a solution of 5-methoxy-2-methylindole (816 mg, 5.06 mmol) in dichloromethane (15 ml) were added zinc chloride (1.52 g, 11.14 mmol) and ethyl magnesium bromide diethy ether (3.0 mol/l, 2.02 ml, 6.07 mmol) and the mixture was stirred for 1 hour at room temperature. Thereto was added p-toluoyl chloride (1.25 g, 8.10 mmol). After stirring for 1 hour, thereto was added alminium chloride (337 mg, 2.53 mmol) and the mixture was stirred at room temperature for 20 hours. To the reaction mixture was a... The reactants are C1CCOC1, CC(=O)Nc1nc(S(=O)(=O)Nc2c(Cl)cccc2Cl)n[nH]1, Cl. Product: Nc1nc(S(=O)(=O)Nc2c(Cl)cccc2Cl)n[nH]1. RXN SMILES: [CH2:23]1[O:24][CH2:25][CH2:26][CH2:27]1.[Cl:1][c:2]1[c:3]([NH:9][S:10](=[O:11])(=[O:12])[c:13]2[n:14][nH:15][c:16]([NH:18][C:19](=[O:20])[CH3:21])[n:17]2)[c:4]([Cl:8])[cH:5][cH:6][cH:7]1.[ClH:22]>>[Cl:1][c:2]1[c:3]([NH:9][S:10](=[O:11])(=[O:12])[c:13]2[n:14][nH:15][c:16]([NH2:18])[n:17]2)[c:4]([Cl:8])[cH:5][cH:6][cH:7]1. Reactants: ClC=1C=C(CO)C=C(C1)Cl (3,5-dichlorobenzyl alcohol), S(=O)(Cl)Cl (thionyl chloride). The solvent is CN(C)C=O (DMF). Product: ClC=1C=C(CCl)C=C(C1)Cl (3,5-dichlorobenzyl chloride). As a reaction SMILES: [Cl:1][C:2]1[CH:3]=[C:4]([CH:7]=[C:8]([Cl:10])[CH:9]=1)[CH2:5]O.S(Cl)([Cl:13])=O>CN(C=O)C>[Cl:1][C:2]1[CH:3]=[C:4]([CH:7]=[C:8]([Cl:10])[CH:9]=1)[CH2:5][Cl:13]. Procedure: A mixture of 3,5-dichlorobenzyl alcohol (Aldrich, 25 g) , thionyl chloride (100 ml) and DMF (0.5 ml) was stirred and refluxed for 4 hours. After cooling the mixture was concentrated in vacuo, the residue was taken up in ether, washed with saturated aqueous NaHCO3 and brine, dried (MgSO4) and concentrated in vacuo to give 3,5-dichlorobenzyl chloride as a light yellow solid, which was used without further purification, 28 g, mp. 32°-36° C. Reactants: COC(C1=C(C=CC(=C1)CN1CCN(CC1)C)N)=O (2-amino-5-(4-methyl-piperazin-1-ylmethyl)benzoic acid methyl ester), [OH-].[Li+] (lithium hydroxide), [OH-].[Li+] (lithium hydroxide). The solvent is O (water), CO (methanol). Reaction conditions: time 12 hour. Product: NC1=C(C(=O)O)C=C(C=C1)CN1CCN(CC1)C (2-amino-5-(4-methyl-piperazin-1-ylmethyl)benzoic acid). Reaction SMILES: C[O:2][C:3](=[O:19])[C:4]1[CH:9]=[C:8]([CH2:10][N:11]2[CH2:16][CH2:15][N:14]([CH3:17])[CH2:13][CH2:12]2)[CH:7]=[CH:6][C:5]=1[NH2:18].[OH-].[Li+]>O.CO>[NH2:18][C:5]1[CH:6]=[CH:7][C:8]([CH2:10][N:11]2[CH2:16][CH2:15][N:14]([CH3:17])[CH2:13][CH2:12]2)=[CH:9][C:4]=1[C:3]([OH:19])=[O:2] |f:1.2|. Reported procedure: To a suspension of 2-amino-5-(4-methyl-piperazin-1-ylmethyl)benzoic acid methyl ester (4.30 g, 10.0 mmol) in water (30 mL) and methanol (10 mL) was added lithium hydroxide (1.26 g, 30.0 mmol); the mixture was stirred at room temperature for 12 hours. An additional amount of lithium hydroxide (0.6 g, 15.0 mmol) was added, and heated at 40° C. for 15 hours; TLC indicated completion of the reaction. The mixture was cooled, concentrated, the residue was adjusted to pH ˜5 with 6 N HCl, and evaporated... Reactants: NC=1C=C(C=CC1)C1=NC(=NC2=CC(=C(C=C12)OC)OC)CN ([4-(3-aminophenyl)-6,7-dimethoxyquinazolin-2-yl]methylamine), amine, Cl.COC=1C=C2C(=NC(=NC2=CC1OC)NC)C=1C=C(C=CC1)NC(C1=CC=C(C(=O)O)C=C1)=O (N-[3-(6,7-dimethoxy-2-methylaminoquinazolin-4-yl)phenyl]terephthalamic acid hydrochloride), alcohol. The product is COC=1C=C2C(=NC(=NC2=CC1OC)NC)C=1C=C(C=CC1)NC(C1=CC=C(C(=O)N(C)C)C=C1)=O (N-[3-(6,7-dimethoxy-2-methylaminoquinazolin-4-yl)phenyl]-N′,N′-dimethylterephthalamide). RXN SMILES: NC1C=C([C:8]2C3C(=CC(OC)=C(OC)C=3)N=[C:10](CN)[N:9]=2)C=CC=1.Cl.[CH3:25][O:26][C:27]1[CH:28]=[C:29]2[C:34](=[CH:35][C:36]=1[O:37][CH3:38])[N:33]=[C:32]([NH:39][CH3:40])[N:31]=[C:30]2[C:41]1[CH:42]=[C:43]([NH:47][C:48](=[O:58])[C:49]2[CH:57]=[CH:56][C:52]([C:53]([OH:55])=O)=[CH:51][CH:50]=2)[CH:44]=[CH:45][CH:46]=1>>[CH3:25][O:26][C:27]1[CH:28]=[C:29]2[C:34](=[CH:35][C:36]=1[O:37][CH3:38])[N:33]=[C:32]([NH:39][CH3:40])[N:31]=[C:30]2[C:41]1[CH:42]=[C:43]([NH:47][C:48](=[O:58])[C:49]2[CH:57]=[CH:56][C:52]([C:53]([N:9]([CH3:10])[CH3:8])=[O:55])=[CH:51][CH:50]=2)[CH:44]=[CH:45][CH:46]=1 |f:1.2|. Procedure: The following compounds of Examples 4 to 10 were synthesized by methods similar to Example 3, using the compound of Example 2 as a starting substance, and also using the corresponding alcohol or amine.